This data is from the Open Reaction Database (ORD), a public repository of structured organic reaction records. The task is: describe an organic reaction: reactants, conditions, products, and yield Reactants: O (water), [O-][Mn](=O)(=O)=O.[K+] (KMnO4), CS(=O)C1=C(C=CC(=C1)C(C)C)N(C1=NC(=CC(=N1)C)C)CC (N-(2-methylsulfinyl-4-(1-methylethyl)phenyl)-N-ethyl-4,6-dimethyl-2-pyrimidinamine). The reagents and catalysts are [Cl-].C(C1=CC=CC=C1)[N+](CC)(CC)CC (benzyltriethylammonium chloride). Run in C(Cl)Cl (CH2Cl2). Product: CS(=O)(=O)C1=C(C=CC(=C1)C(C)C)N(C1=NC(=CC(=N1)C)C)CC (N-(2-methylsulfonyl-4-(1-methylethyl)phenyl)-N-ethyl-4,6-dimethyl-2-pyrimidinamine). Yield: 81.5%. RXN SMILES: [CH3:1][S:2]([C:4]1[CH:9]=[C:8]([CH:10]([CH3:12])[CH3:11])[CH:7]=[CH:6][C:5]=1[N:13]([CH2:22][CH3:23])[C:14]1[N:19]=[C:18]([CH3:20])[CH:17]=[C:16]([CH3:21])[N:15]=1)=[O:3].O.[O-:25][Mn](=O)(=O)=O.[K+]>C(Cl)Cl.[Cl-].C([N+](CC)(CC)CC)C1C=CC=CC=1>[CH3:1][S:2]([C:4]1[CH:9]=[C:8]([CH:10]([CH3:12])[CH3:11])[CH:7]=[CH:6][C:5]=1[N:13]([CH2:22][CH3:23])[C:14]1[N:19]=[C:18]([CH3:20])[CH:17]=[C:16]([CH3:21])[N:15]=1)(=[O:25])=[O:3] |f:2.3,5.6|. Procedure details: The sulfoxide of Example 37, (100 mg, 0.3 mmoles) was stirred in 4 mL of CH2Cl2 and 8 mL water with 20 mg (0.09 mmole) of benzyltriethylammonium chloride and 94.5 mg (0.6 mmole) KMnO4 at 25° C. for 16 h. The mixture was partitioned between 60 mL EtOAc and 40 mL water and the EtOAc was washed with water, brine, dried and stripped in vacuo. The residue was purified by silica gel chromatography using 25% EtOAc/hexanes to give 85 mg product (81% yield); mp 174-175.3° C. Elemental analysis for C18H25... The reactants are C1=CC=CC=2C(C3=C(CCC21)C=CC=C3)CCN3CCCC3 (1-[2-(10,11-dihydro-5H-dibenzo[a,d]cyclohepten-5-yl)ethyl]pyrrolidine), [Cl-].[Li+] (lithium chloride), C(=O)=O (dry-ice), C(=O)=O (dry-ice), CN (methylamine). Reagents/catalysts: [Pt] (platinum). Reaction conditions: time 20 minute. Yields the product C1C=CCC=2C(C3=C(CCC21)C=CC=C3)CCN3CCCC3 (1-[2-(4,5,10,11-tetrahydro-1H-dibenzo[a,d]cyclohepten-5-yl)ethyl]pyrrolidine). As a reaction SMILES: [CH:1]1[C:11]2[CH2:10][CH2:9][C:8]3[CH:12]=[CH:13][CH:14]=[CH:15][C:7]=3[CH:6]([CH2:16][CH2:17][N:18]3[CH2:22][CH2:21][CH2:20][CH2:19]3)[C:5]=2[CH:4]=[CH:3][CH:2]=1.[Cl-].[Li+].C(=O)=O.CN>[Pt]>[CH2:12]1[C:8]2[CH2:9][CH2:10][C:11]3[CH:1]=[CH:2][CH:3]=[CH:4][C:5]=3[CH:6]([CH2:16][CH2:17][N:18]3[CH2:19][CH2:20][CH2:21][CH2:22]3)[C:7]=2[CH2:15][CH:14]=[CH:13]1 |f:1.2|. Procedure details: 2.0 g of 1-[2-(10,11-dihydro-5H-dibenzo[a,d]cyclohepten-5-yl)ethyl]pyrrolidine and 2.5 g of lithium chloride are placed in a 100 ml glass vessel having a removable cover with 5 ground openings and fitted with a dry-ice condenser, thermometer, platinum sheet anode and cathode (each 2.5×2.5 cm, distance 2 cm). Subsequently, nitrogen is conducted through the apparatus for 20 minutes, the receiver is placed in a dry-ice/alcohol bath, the dry-ice condenser is charged with dry-ice and 70 g of methylam... Reactants: resultant mixture, O=C1C(C(NC2=C(N1C1=CC=CC=C1)C=CC=C2)=O)NC(=O)NC2=CC=CC=C2 (1-(2, 4-dioxo-1-phenyl-2,3,4,5-tetrahydro-1H-benzo [b][1, 4]-diazepin-3-yl)-3-phenyl urea), BrCC(=O)N(C1=CC=CC=C1)C(C)C (2-bromo-N-isopropyl-N-phenyl acetamide), [H-].[Na+] (sodium hydride). Run in CN(C=O)C (N,N-dimethylformamide). Yields the product O=C1C(C(N(C2=C(N1CC(=O)N(C1=CC=CC=C1)C(C)C)C=CC=C2)C2=CC=CC=C2)=O)NC(=O)NC2=CC=CC=C2 (2-[2,4-Dioxo-5-phenyl-3-(3-phenyl-ureido)-2,3,4,5-tetrahydro-benzo[b][1, 4]diazepin-1-yl]-N-isopropyl-N-phenyl-acetamide). The yield is 45.4%. Reaction SMILES: [O:1]=[C:2]1[N:8]([C:9]2[CH:14]=[CH:13][CH:12]=[CH:11][CH:10]=2)[C:7]2[CH:15]=[CH:16][CH:17]=[CH:18][C:6]=2[NH:5][C:4](=[O:19])[CH:3]1[NH:20][C:21]([NH:23][C:24]1[CH:29]=[CH:28][CH:27]=[CH:26][CH:25]=1)=[O:22].[H-].[Na+].Br[CH2:33][C:34]([N:36]([CH:43]([CH3:45])[CH3:44])[C:37]1[CH:42]=[CH:41][CH:40]=[CH:39][CH:38]=1)=[O:35]>CN(C)C=O>[O:19]=[C:4]1[N:5]([CH2:33][C:34]([N:36]([CH:43]([CH3:45])[CH3:44])[C:37]2[CH:42]=[CH:41][CH:40]=[CH:39][CH:38]=2)=[O:35])[C:6]2[CH:18]=[CH:17][CH:16]=[CH:15][C:7]=2[N:8]([C:9]2[CH:10]=[CH:11][CH:12]=[CH:13][CH:14]=2)[C:2](=[O:1])[CH:3]1[NH:20][C:21]([NH:23][C:24]1[CH:29]=[CH:28][CH:27]=[CH:26][CH:25]=1)=[O:22] |f:1.2|. Procedure: To a solution of 1-(2, 4-dioxo-1-phenyl-2,3,4,5-tetrahydro-1H-benzo [b][1, 4]-diazepin-3-yl)-3-phenyl urea (0.100 g.) in N,N-dimethylformamide (2 ml) cooled to 3° C., was added sodium hydride (0.0104 g; 60% suspension in mineral oil) with stirring. The mixture was stirred 20 minutes, then 2-bromo-N-isopropyl-N-phenyl acetamide (0.0656 g) was added in one portion. The resultant mixture was stirred at ambient temperature overnight. The crude reaction mixture was purified by preparative RP-HPLC wit... Reactants: Cc1cc(Cl)nc(-c2ccccn2)n1, Nc1cccc(OC(F)(F)F)c1. The product is Cc1cc(Nc2cccc(OC(F)(F)F)c2)nc(-c2ccccn2)n1. RXN SMILES: [Cl:1][c:2]1[n:3][c:4](-[c:9]2[n:10][cH:11][cH:12][cH:13][cH:14]2)[n:5][c:6]([CH3:8])[cH:7]1.[F:15][C:16]([O:17][c:18]1[cH:19][c:20]([NH2:21])[cH:22][cH:23][cH:24]1)([F:25])[F:26]>>[c:2]1([NH:21][c:20]2[cH:19][c:18]([O:17][C:16]([F:15])([F:25])[F:26])[cH:24][cH:23][cH:22]2)[n:3][c:4](-[c:9]2[n:10][cH:11][cH:12][cH:13][cH:14]2)[n:5][c:6]([CH3:8])[cH:7]1. The reactants are O1C=C(C=C1)C=1C=CC(=C(N)C1)C (5-(furan-3-yl)-2-methylaniline), ClC1=CC(=C(C=C1)NC(CCCC(=O)O)=O)C(=O)OC (5-([4-chloro-2-(methoxycarbonyl)phenyl]amino)-5oxopentanoic acid). Product: ClC=1C=CC(=C(C(=O)O)C1)NC(CCCC(=O)NC1=C(C=CC(=C1)C1=COC=C1)C)=O (5-chloro-2-[(5-([5-(furan-3-yl)-2-methylphenyl]amino)-5-oxopentanoyl)amino]benzoic acid). As a reaction SMILES: [O:1]1[CH:5]=[CH:4][C:3]([C:6]2[CH:7]=[CH:8][C:9]([CH3:13])=[C:10]([CH:12]=2)[NH2:11])=[CH:2]1.[Cl:14][C:15]1[CH:20]=[CH:19][C:18]([NH:21][C:22](=[O:29])[CH2:23][CH2:24][CH2:25][C:26](O)=[O:27])=[C:17]([C:30]([O:32]C)=[O:31])[CH:16]=1>>[Cl:14][C:15]1[CH:20]=[CH:19][C:18]([NH:21][C:22](=[O:29])[CH2:23][CH2:24][CH2:25][C:26]([NH:11][C:10]2[CH:12]=[C:6]([C:3]3[CH:4]=[CH:5][O:1][CH:2]=3)[CH:7]=[CH:8][C:9]=2[CH3:13])=[O:27])=[C:17]([CH:16]=1)[C:30]([OH:32])=[O:31]. Procedure: Using the same method as in Example 15-(i), 5-(furan-3-yl)-2-methylaniline was reacted with the 5-([4-chloro-2-(methoxycarbonyl)phenyl]amino)-5oxopentanoic acid obtained in Example 31-(i) to give 5-chloro-2-[(5-([5-(furan-3-yl)-2-methylphenyl]amino)-5-oxopentanoyl)amino]benzoic acid.methyl ester (yield: 73%).